From a dataset of the Open Reaction Database (ORD), a public repository of structured organic reaction records. describe an organic reaction: reactants, conditions, products, and yield Starting materials: CSC(C(=O)N(C)C)c1cccc(C(=O)c2ccccc2)c1N, C1CCOC1. Product: CN(C)C(=O)Cc1cccc(C(=O)c2ccccc2)c1N. RXN SMILES: [NH2:1][c:2]1[c:3]([CH:16]([C:17](=[O:18])[N:19]([CH3:20])[CH3:21])[S:22][CH3:23])[cH:4][cH:5][cH:6][c:7]1[C:8]([c:9]1[cH:10][cH:11][cH:12][cH:13][cH:14]1)=[O:15].[O:24]1[CH2:25][CH2:26][CH2:27][CH2:28]1>>[NH2:1][c:2]1[c:3]([CH2:16][C:17](=[O:18])[N:19]([CH3:20])[CH3:21])[cH:4][cH:5][cH:6][c:7]1[C:8]([c:9]1[cH:10][cH:11][cH:12][cH:13][cH:14]1)=[O:15]. Starting materials: FC(C1=C(CN2CCC(CC2)C=O)C=CC(=C1)C(F)(F)F)(F)F (1-[2,4-bis(trifluoromethyl)benzyl]piperidine-4-carbaldehyde), C(C#C)NC1=NC(SC1)=O (4-(prop-2-yn-1-ylamino)-1,3-thiazol-2(5H)-one), CC(C)([O-])C.[K+] (potassium tert-butoxide). The solvent is C(C)O (ethanol). Run at temperature 80 celsius, time 30 minute. Yields the product FC(C1=C(CN2CCC(CC2)\C=C/2\C(=NC(S2)=O)NCC#C)C=CC(=C1)C(F)(F)F)(F)F ((5Z)-5-({1-[2,4-bis(trifluoromethyl)benzyl]piperidin-4-yl}methylidene)-4-(prop-2-yn-1-ylamino)-1,3-thiazol-2(5H)-one). Yield: 47.4%. RXN SMILES: [F:1][C:2]([F:23])([F:22])[C:3]1[CH:17]=[C:16]([C:18]([F:21])([F:20])[F:19])[CH:15]=[CH:14][C:4]=1[CH2:5][N:6]1[CH2:11][CH2:10][CH:9]([CH:12]=O)[CH2:8][CH2:7]1.[CH2:24]([NH:27][C:28]1[CH2:32][S:31][C:30](=[O:33])[N:29]=1)[C:25]#[CH:26].CC(C)([O-])C.[K+]>C(O)C>[F:23][C:2]([F:1])([F:22])[C:3]1[CH:17]=[C:16]([C:18]([F:21])([F:20])[F:19])[CH:15]=[CH:14][C:4]=1[CH2:5][N:6]1[CH2:11][CH2:10][CH:9](/[CH:12]=[C:32]2/[C:28]([NH:27][CH2:24][C:25]#[CH:26])=[N:29][C:30](=[O:33])[S:31]/2)[CH2:8][CH2:7]1 |f:2.3|. Procedure: To a suspension of 1-[2,4-bis(trifluoromethyl)benzyl]piperidine-4-carbaldehyde (15 g) and 4-(prop-2-yn-1-ylamino)-1,3-thiazol-2(5H)-one (8.18 g) in ethanol (150 mL) was added potassium tert-butoxide (5.95 g), and the reaction mixture was stirred at 80° C. for 30 min. The reaction mixture was concentrated, saturated aqueous ammonium chloride solution/ethyl acetate were added to the residue, and the organic layer was separated, washed with water and saturated brine, and dried over anhydrous magnes... Starting materials: C(C)(C)(C)OC(=O)N1CCC(CC1)N(C(C1=C(C=C(C=C1)Cl)Cl)=O)C1=C(SC(=C1)C1=CC=CC=C1)C(=O)O (4-[(2-Carboxy-5-phenyl-thiophen-3-yl)-(2,4-dichloro-benzoyl)-amino]-piperidine-1-carboxylic acid tert-butyl ester), Cl (HCl). The solvent is O1CCOCC1 (dioxane). Reaction conditions: time 4 hour. Yields the product ClC1=C(C(=O)N(C2=C(SC(=C2)C2=CC=CC=C2)C(=O)O)C2CCNCC2)C=CC(=C1)Cl (3-[(2,4-Dichloro-benzoyl)-piperidin-4-yl-amino]-5-phenyl-thiophene-2-carboxylic acid). Isolated yield 107.2%. RXN SMILES: C(OC([N:8]1[CH2:13][CH2:12][CH:11]([N:14]([C:25]2[CH:29]=[C:28]([C:30]3[CH:35]=[CH:34][CH:33]=[CH:32][CH:31]=3)[S:27][C:26]=2[C:36]([OH:38])=[O:37])[C:15](=[O:24])[C:16]2[CH:21]=[CH:20][C:19]([Cl:22])=[CH:18][C:17]=2[Cl:23])[CH2:10][CH2:9]1)=O)(C)(C)C.Cl>O1CCOCC1>[Cl:23][C:17]1[CH:18]=[C:19]([Cl:22])[CH:20]=[CH:21][C:16]=1[C:15]([N:14]([CH:11]1[CH2:12][CH2:13][NH:8][CH2:9][CH2:10]1)[C:25]1[CH:29]=[C:28]([C:30]2[CH:31]=[CH:32][CH:33]=[CH:34][CH:35]=2)[S:27][C:26]=1[C:36]([OH:38])=[O:37])=[O:24]. Procedure details: A solution of 4-[(2-Carboxy-5-phenyl-thiophen-3-yl)-(2,4-dichloro-benzoyl)-amino]-piperidine-1-carboxylic acid tert-butyl ester (240 mg, 0.42 mmol) in dioxane (4 ml) at 21° C. under nitrogen was treated with anhydrous 4M HCl (3 ml, 12.6 mmol, 30 eq). After 4 h the reaction was stripped off solvent and the residue triturated with ether to give 3-[(2,4-Dichloro-benzoyl)-piperidin-4-yl-amino]-5-phenyl-thiophene-2-carboxylic acid as a pale yellow powder (214 mg, 100%) 1H NMR (Acetone, 400 MHz) 7.76-... Reactants: C1(=NC=CC2=CC=CC=C12)C=O (1-isoquinolinecarbaldehyde), NC1=C(C=C(C=C1)CC(=O)OC)O (methyl 4-amino-3-hydroxyphenylacetate), C(C)(=O)O.C(C)(=O)O.IC1=CC=CC=C1 (Iodobenzene diacetate). Solvent: C(C)O (ethanol). Conditions: time 15 minute. The product is C1(=NC=CC2=CC=CC=C12)C=1OC2=C(N1)C=CC(=C2)CC(=O)OC (methyl (2-(1-isoquinolinyl)-6-benzoxazolyl)acetate). Yield: 32.6%. Reaction SMILES: [C:1]1([CH:11]=[O:12])[C:10]2[C:5](=[CH:6][CH:7]=[CH:8][CH:9]=2)[CH:4]=[CH:3][N:2]=1.[NH2:13][C:14]1[CH:19]=[CH:18][C:17]([CH2:20][C:21]([O:23][CH3:24])=[O:22])=[CH:16][C:15]=1O.C(O)(=O)C.C(O)(=O)C.IC1C=CC=CC=1>C(O)C>[C:1]1([C:11]2[O:12][C:15]3[CH:16]=[C:17]([CH2:20][C:21]([O:23][CH3:24])=[O:22])[CH:18]=[CH:19][C:14]=3[N:13]=2)[C:10]2[C:5](=[CH:6][CH:7]=[CH:8][CH:9]=2)[CH:4]=[CH:3][N:2]=1 |f:2.3.4|. Reported procedure: In ethanol (5 ml), 1-isoquinolinecarbaldehyde (252 mg, 1.60 mmol) and methyl 4-amino-3-hydroxyphenylacetate (349 mg, 1.93 mmol) were stirred at room temperature for 12 hours. Iodobenzene diacetate (619 mg, 1.92 mmol) was added and the reaction mixture was stirred further at room temperature for 15 minutes. The reaction mixture was distilled under reduced pressure to remove the solvent. The residue was purified by chromatography on a silica gel column, whereby from n-hexane/ethyl acetate (4:1 to ... Starting materials: ClC1=NC(=C2C(N1)=NC=C2)C=2OC=CC2 (2-chloro-4-(2-furyl)-1H-pyrrolo[2,3-d]pyrimidine), [H-].[Na+] (NaH), FC1=C(CBr)C=CC=C1 (2-fluorobenzyl bromide). The solvent is CN(C)C=O (DMF). Run at time 20 minute. The product is ClC=1N=C(C2=C(N1)N(C=C2)CC2=C(C=CC=C2)F)C=2OC=CC2 (2-chloro-7-(2-fluorobenzyl)-4-(2-furyl)-7H-pyrrol[2,3-d]pyrimidine). Isolated yield 76.3%. As a reaction SMILES: [Cl:1][C:2]1[NH:7][C:6]2=[N:8][CH:9]=[CH:10][C:5]2=[C:4]([C:11]2[O:12][CH:13]=[CH:14][CH:15]=2)[N:3]=1.[H-].[Na+].[F:18][C:19]1[CH:26]=[CH:25][CH:24]=[CH:23][C:20]=1[CH2:21]Br>CN(C=O)C>[Cl:1][C:2]1[N:3]=[C:4]([C:11]2[O:12][CH:13]=[CH:14][CH:15]=2)[C:5]2[CH:10]=[CH:9][N:8]([CH2:21][C:20]3[CH:23]=[CH:24][CH:25]=[CH:26][C:19]=3[F:18])[C:6]=2[N:7]=1 |f:1.2|. Procedure details: A solution of 2-chloro-4-(2-furyl)-1H-pyrrolo[2,3-d]pyrimidine (219 mg, 1 mmol) in DMF (2 mL) at 0° C. was treated with NaH (40 mg, 60%, 1 mmol), stirred for 20 min, treated with 2-fluorobenzyl bromide (120 μL, 1 mmol), stirred at room temperature for 1 h, quenched with water, extracted with EtOAc, dried (MgSO4), concentrated in vacuo and purified by chromatography (EtOAc:Heptane, 1:4) to give the title compound (250 mg, 76%) as a cream solid. Starting materials: FC(C(=O)O)(F)F.N[C@@H]1CC[C@H](CC1)NC1=NC=C(C(=C1)C1=NC(=CC=C1F)NCC1CCOCC1)Cl (N2′-(trans-4-aminocyclohexyl)-5′-chloro-3-fluoro-N6-((tetrahydro-2H-pyran-4-yl)methyl)-2,4′-bipyridine-2′,6-diamine trifluoroacetate), C([O-])([O-])=O.[Na+].[Na+] (sodium carbonate), COCCOS(=O)(=O)C1=CC=C(C=C1)C (p-toluenesulfonic acid 2-methoxyethyl ester). Run in CS(=O)C (DMSO). Run at temperature 85 celsius, time 20 hour. Yields the product ClC=1C(=CC(=NC1)N[C@@H]1CC[C@H](CC1)NCCOC)C1=NC(=CC=C1F)NCC1CCOCC1 (5′-chloro-3-fluoro-N2′-(trans-4-(2-methoxyethylamino)cyclohexyl)-N6-((tetrahydro-2H-pyran-4-yl)methyl)-2,4′-bipyridine-2′,6-diamine). The yield is 18.5%. As a reaction SMILES: FC(F)(F)C(O)=O.[NH2:8][C@H:9]1[CH2:14][CH2:13][C@H:12]([NH:15][C:16]2[CH:21]=[C:20]([C:22]3[C:27]([F:28])=[CH:26][CH:25]=[C:24]([NH:29][CH2:30][CH:31]4[CH2:36][CH2:35][O:34][CH2:33][CH2:32]4)[N:23]=3)[C:19]([Cl:37])=[CH:18][N:17]=2)[CH2:11][CH2:10]1.C(=O)([O-])[O-].[Na+].[Na+].[CH3:44][O:45][CH2:46][CH2:47]OS(C1C=CC(C)=CC=1)(=O)=O>CS(C)=O>[Cl:37][C:19]1[C:20]([C:22]2[C:27]([F:28])=[CH:26][CH:25]=[C:24]([NH:29][CH2:30][CH:31]3[CH2:36][CH2:35][O:34][CH2:33][CH2:32]3)[N:23]=2)=[CH:21][C:16]([NH:15][C@H:12]2[CH2:13][CH2:14][C@H:9]([NH:8][CH2:47][CH2:46][O:45][CH3:44])[CH2:10][CH2:11]2)=[N:17][CH:18]=1 |f:0.1,2.3.4|. Reported procedure: To a mixture of N2′-(trans-4-aminocyclohexyl)-5′-chloro-3-fluoro-N6-((tetrahydro-2H-pyran-4-yl)methyl)-2,4′-bipyridine-2′,6-diamine trifluoroacetate (30 mg, 0.055 mmol) and sodium carbonate (23 mg, 0.22 mmol) in DMSO (0.75 ml) was added p-toluenesulfonic acid 2-methoxyethyl ester (15 mg, 0.066 mmol). The mixture was stirred at 85° C. for 20 hr in a sealed microwave vial. The cooled reaction mixture was filtered. The filtrate was purified by reverse phase HPLC and lyophilized to give 5.0 mg of 5′...